describe an organic reaction: reactants, conditions, products, and yield From a dataset of the Open Reaction Database (ORD), a public repository of structured organic reaction records. Starting materials: C(C)(C)(C)OC(=O)N1CC(C1)OC=1C=CC2=C(N(C(CO2)=S)C(C)C(=O)OCC)C1 (3-[4-(1-ethoxycarbonyl-ethyl)-3-thioxo-3,4-dihydro-2H-benzo[1,4]oxazin-6-yloxy]-azetidine-1-carboxylic acid tert-butyl ester), O.NN (hydrazine hydrate). Run in CCO (EtOH). Yields the product C(C)(C)(C)OC(=O)N1CC(C1)OC=1C=C2N3C(C(NN=C3COC2=CC1)=O)C (3-(4-methyl-3-oxo-2,3,4,10-tetrahydro-9-oxa-1,2,4a-triaza-phenanthren-6-yloxy)-azetidine-1-carboxylic acid tert-butyl ester). Isolated yield 49.4%. As a reaction SMILES: [C:1]([O:5][C:6]([N:8]1[CH2:11][CH:10]([O:12][C:13]2[CH:14]=[CH:15][C:16]3[O:21][CH2:20][C:19](=S)[N:18]([CH:23]([C:25](OCC)=[O:26])[CH3:24])[C:17]=3[CH:30]=2)[CH2:9]1)=[O:7])([CH3:4])([CH3:3])[CH3:2].O.[NH2:32][NH2:33]>CCO>[C:1]([O:5][C:6]([N:8]1[CH2:9][CH:10]([O:12][C:13]2[CH:30]=[C:17]3[C:16](=[CH:15][CH:14]=2)[O:21][CH2:20][C:19]2[N:18]3[CH:23]([CH3:24])[C:25](=[O:26])[NH:32][N:33]=2)[CH2:11]1)=[O:7])([CH3:3])([CH3:2])[CH3:4] |f:1.2|. Procedure: To a solution of 3-[4-(1-ethoxycarbonyl-ethyl)-3-thioxo-3,4-dihydro-2H-benzo[1,4]oxazin-6-yloxy]-azetidine-1-carboxylic acid tert-butyl ester (0.530 g, 1.22 mmol) in EtOH (10 mL) was added hydrazine hydrate (0.486 g, 9.72 mmol) and the mixture was heated at reflux for 2 h. The reaction mixture was cooled to ambient temperature, concentrated in vacuo and the residue was purified by column chromatography on silica gel (eluting with 20% EtOAc in petroleum ether) to give 3-(4-methyl-3-oxo-2,3,4,10-t... Starting materials: [BH4-], CC(C)CCCN, CO, COc1cc(C=O)ccc1Oc1cnc(C(N)=O)cn1, [Na+]. Yields the product COc1cc(CNCCCC(C)C)ccc1Oc1cnc(C(N)=O)cn1. Reaction SMILES: [BH4-:28].[CH3:21][CH:22]([CH2:23][CH2:24][CH2:25][NH2:26])[CH3:27].[CH3:30][OH:31].[CH:1](=[O:2])[c:3]1[cH:4][c:5]([O:19][CH3:20])[c:6]([O:7][c:8]2[n:9][cH:10][c:11]([C:14](=[O:15])[NH2:16])[n:12][cH:13]2)[cH:17][cH:18]1.[Na+:29]>>[CH2:1]([c:3]1[cH:4][c:5]([O:19][CH3:20])[c:6]([O:7][c:8]2[n:9][cH:10][c:11]([C:14](=[O:15])[NH2:16])[n:12][cH:13]2)[cH:17][cH:18]1)[NH:26][CH2:25][CH2:24][CH2:23][CH:22]([CH3:21])[CH3:27].